This data is from the Open Reaction Database (ORD), a public repository of structured organic reaction records. The task is: describe an organic reaction: reactants, conditions, products, and yield The reactants are COC(C1=C(C(=CC=C1)CO)N(CC=1C=NC=CC1)S(=O)(=O)C1=CC=C(C=C1)OC)=O (3-Hydroxymethyl-2-[(4-methoxy-benzenesulfonyl)-pyridin-3-ylmethyl-amino]-benzoic acid methyl ester), [H-].[Na+] (sodium hydride), IC (iodomethane). The solvent is C(C)(=O)OCC (ethyl acetate), C1CCOC1 (THF). Reaction conditions: time 18 hour. Yields the product COC(C1=C(C(=CC=C1)COC)N(CC=1C=NC=CC1)S(=O)(=O)C1=CC=C(C=C1)OC)=O (2-[(4-Methoxy-benzenesulfonyl)-pyridin-3-ylmethyl-amino]-3-methoxymethyl-benzoic acid methyl ester). Isolated yield 28.0%. RXN SMILES: [CH3:1][O:2][C:3](=[O:31])[C:4]1[CH:9]=[CH:8][CH:7]=[C:6]([CH2:10][OH:11])[C:5]=1[N:12]([S:20]([C:23]1[CH:28]=[CH:27][C:26]([O:29][CH3:30])=[CH:25][CH:24]=1)(=[O:22])=[O:21])[CH2:13][C:14]1[CH:15]=[N:16][CH:17]=[CH:18][CH:19]=1.[H-].[Na+].I[CH3:35]>C1COCC1.C(OCC)(=O)C>[CH3:1][O:2][C:3](=[O:31])[C:4]1[CH:9]=[CH:8][CH:7]=[C:6]([CH2:10][O:11][CH3:35])[C:5]=1[N:12]([S:20]([C:23]1[CH:24]=[CH:25][C:26]([O:29][CH3:30])=[CH:27][CH:28]=1)(=[O:22])=[O:21])[CH2:13][C:14]1[CH:15]=[N:16][CH:17]=[CH:18][CH:19]=1 |f:1.2|. Procedure: To a solution of 0.200 g (0.452 mmol) of the product of Example 336 in 5.0 mL of dry THF was added 0.022 g (0.543 mmol) of 60% sodium hydride followed by 0.028 mL of iodomethane. The reaction was stired at room temperature for 18 h and then diluted with ethyl acetate. The organics were washed with water and brine, dried over Na2SO4, filtered and concentrated in vacuo. The residue was chromatographed on silica gel eluting with EtOAc to provide 0.057 g (28%) of the methyl ether as ayellow solid. E...